This data is from the Open Reaction Database (ORD), a public repository of structured organic reaction records. The task is: describe an organic reaction: reactants, conditions, products, and yield The reactants are N1(C=NC=C1)C[C@H](C1=CC=CC=C1)OC1=C(C=2CCCC(C2C=C1)=O)CS(=O)(=O)C=1C=C(C(=O)O)C=CC1 (3-{[(2-{[(1S)-2-(1H-imidazol-1-yl)-1-phenylethyl]oxy}-5-oxo-5,6,7,8-tetrahydro-1-naphthalenyl)methyl]sulfonyl}benzoic acid), CN(CCN)C (2-dimethylaminoethylamine). The product is CN(CCNC(C1=CC(=CC=C1)S(=O)(=O)CC1=C(C=CC=2C(CCCC12)=O)O[C@H](CN1C=NC=C1)C1=CC=CC=C1)=O)C (N-[2-(Dimethylamino)ethyl]-3-{[(2-{[(1S)-2-(1H-imidazol-1-yl)-1-phenylethyl]oxy}-5-oxo-5,6,7,8-tetrahydro-1-naphthalenyl)methyl]sulfonyl}benzamide). Isolated yield 25.0%. RXN SMILES: [N:1]1([CH2:6][C@@H:7]([O:14][C:15]2[CH:24]=[CH:23][C:22]3[C:21](=[O:25])[CH2:20][CH2:19][CH2:18][C:17]=3[C:16]=2[CH2:26][S:27]([C:30]2[CH:31]=[C:32]([CH:36]=[CH:37][CH:38]=2)[C:33](O)=[O:34])(=[O:29])=[O:28])[C:8]2[CH:13]=[CH:12][CH:11]=[CH:10][CH:9]=2)[CH:5]=[CH:4][N:3]=[CH:2]1.[CH3:39][N:40]([CH3:44])[CH2:41][CH2:42][NH2:43]>>[CH3:39][N:40]([CH3:44])[CH2:41][CH2:42][NH:43][C:33](=[O:34])[C:32]1[CH:36]=[CH:37][CH:38]=[C:30]([S:27]([CH2:26][C:16]2[C:17]3[CH2:18][CH2:19][CH2:20][C:21](=[O:25])[C:22]=3[CH:23]=[CH:24][C:15]=2[O:14][C@@H:7]([C:8]2[CH:9]=[CH:10][CH:11]=[CH:12][CH:13]=2)[CH2:6][N:1]2[CH:5]=[CH:4][N:3]=[CH:2]2)(=[O:28])=[O:29])[CH:31]=1. Procedure: Using the method in Example 172, 3-{[(2-{[(1S)-2-(1H-imidazol-1-yl)-1-phenylethyl]oxy}-5-oxo-5,6,7,8-tetrahydro-1-naphthalenyl)methyl]sulfonyl}benzoic acid (53 mg, 0.10 mmol, 0.20M in DMF) and 2-dimethylaminoethylamine (27 mg, 0.30 mmol, 0.60M in DMF) were combined to give 15 mg of the desired compound: Low resolution mass spectrum (LC-MS, APCI) m/z 601 [M+H]+. Reactants: C1CCOC1, Nc1nc2ccc(O)cc2s1, CCOC(=O)N=NC(=O)OCC, OCCN1CCOCC1, c1ccc(P(c2ccccc2)c2ccccc2)cc1. Product: Nc1nc2ccc(OCCN3CCOCC3)cc2s1. Reaction SMILES: [CH2:52]1[O:53][CH2:54][CH2:55][CH2:56]1.[NH2:1][c:2]1[s:3][c:4]2[c:5]([n:6]1)[cH:7][cH:8][c:9]([OH:11])[cH:10]2.[O:40]=[C:41]([O:42][CH2:43][CH3:44])[N:45]=[N:46][C:47]([O:48][CH2:49][CH3:50])=[O:51].[OH:12][CH2:13][CH2:14][N:15]1[CH2:16][CH2:17][O:18][CH2:19][CH2:20]1.[c:21]1([P:22]([c:23]2[cH:24][cH:25][cH:26][cH:27][cH:28]2)[c:29]2[cH:30][cH:31][cH:32][cH:33][cH:34]2)[cH:35][cH:36][cH:37][cH:38][cH:39]1>>[NH2:1][c:2]1[s:3][c:4]2[c:5]([n:6]1)[cH:7][cH:8][c:9]([O:11][CH2:13][CH2:14][N:15]1[CH2:16][CH2:17][O:18][CH2:19][CH2:20]1)[cH:10]2. The reactants are C(=O)(OC(C)(C)C)N1CCN(CC1)C(N(C)C)=O (1-Boc-4-(N,N-dimethylcarbamoyl)piperazine), Cl.CCOC(=O)C (HCl EtOAc), salt, ClC1=NC=CC(=C1)CCl (2-chloro-4-(chloromethyl)pyridine), C(=O)([O-])[O-].[K+].[K+] (K2CO3). Run in CN(C)C=O (DMF). Reaction conditions: time 1 hour. The product is ClC1=NC=CC(=C1)CN1CCN(CC1)C(N(C)C)=O (1-(2-Chloro-pyridin-4-ylmethyl)-4-(N,N-dimethylcarbamoyl)piperazine). The yield is 90.0%. RXN SMILES: [C:1]([N:8]1[CH2:13][CH2:12][N:11]([C:14](=[O:18])[N:15]([CH3:17])[CH3:16])[CH2:10][CH2:9]1)(OC(C)(C)C)=O.Cl.CCOC(C)=O.[Cl:26][C:27]1[CH:32]=[C:31](CCl)[CH:30]=[CH:29][N:28]=1.C([O-])([O-])=O.[K+].[K+]>CN(C=O)C>[Cl:26][C:27]1[CH:32]=[C:31]([CH2:1][N:8]2[CH2:9][CH2:10][N:11]([C:14](=[O:18])[N:15]([CH3:16])[CH3:17])[CH2:12][CH2:13]2)[CH:30]=[CH:29][N:28]=1 |f:1.2,4.5.6|. Reported procedure: 1-Boc-4-(N,N-dimethylcarbamoyl)piperazine was treated with 8 M HCl/EtOAc to afford a salt, then the salt (1.0 equiv) was mixed with 2-chloro-4-(chloromethyl)pyridine (1.0 equiv) (Preparation B-11) and K2CO3 (4 equiv) in DMF. The mixture was stirred for 1 h at rt. After removing most of the solvent, the residue was partitioned in water and EtOAc. The organic layer was separated, dried over anhydrous Na2SO4, and evaporated in vacuo. The residue was purified by flash chromatography to give the titl... Reactants: C(C)O (ethanol), C(C1=CC=CC=C1)OC1=CC=C(C=C1)C(=O)C1=C(C=CC(=C1)OC)OC ((4-benzyloxyphenyl)-(2,5-dimethoxyphenyl)-methanone), Br (hydrogen bromide). Reagents/catalysts: [Pd] (Palladium on carbon). Solvent: C(C)(=O)O (acetic acid), CCOCC (ether), O (water). Run at temperature 70 celsius, time 18 hour. Yields the product OC1=C(C=C(C=C1)OC)C(=O)C1=CC=C(C=C1)O ((2-Hydroxy-5-methoxyphenyl)-(4-hydroxyphenyl)-methanone). RXN SMILES: C(O)C.C([O:11][C:12]1[CH:17]=[CH:16][C:15]([C:18]([C:20]2[CH:25]=[C:24]([O:26][CH3:27])[CH:23]=[CH:22][C:21]=2[O:28]C)=[O:19])=[CH:14][CH:13]=1)C1C=CC=CC=1.Br>[Pd].C(O)(=O)C.O.CCOCC>[OH:28][C:21]1[CH:22]=[CH:23][C:24]([O:26][CH3:27])=[CH:25][C:20]=1[C:18]([C:15]1[CH:14]=[CH:13][C:12]([OH:11])=[CH:17][CH:16]=1)=[O:19]. Reported procedure: Palladium on carbon catalyst (10%, 1.0 g, 0.94 mmol) was added to a stirred ethanol (500 ml) solution of (4-benzyloxyphenyl)-(2,5-dimethoxyphenyl)-methanone (10.86 g, 31.2 mmol) and the suspension hydrogenated for 18 h. The catalyst was removed by filtration, and the solvent evaporated to give an orange coloured gum. This was dissolved in glacial acetic acid (16 ml), hydrogen bromide (33% w/w in acetic acid, 8.20 ml, 46.76 mmol) added, and the resulting mixture heated to 70° C. for 18 h. The mix...